From a dataset of the Open Reaction Database (ORD), a public repository of structured organic reaction records. describe an organic reaction: reactants, conditions, products, and yield Starting materials: COC(CBr)OC, Oc1cc(F)ccc1Br, O=C([O-])[O-], CN(C)C=O, [K+], [K+], O. The product is COC(COc1cc(F)ccc1Br)OC. As a reaction SMILES: [Br:10][CH2:11][CH:12]([O:13][CH3:14])[O:15][CH3:16].[Br:1][c:2]1[c:3]([OH:9])[cH:4][c:5]([F:8])[cH:6][cH:7]1.[C:17](=[O:18])([O-:19])[O-:20].[CH3:23][N:24]([CH3:25])[CH:26]=[O:27].[K+:21].[K+:22].[OH2:28]>>[Br:1][c:2]1[c:3]([O:9][CH2:11][CH:12]([O:13][CH3:14])[O:15][CH3:16])[cH:4][c:5]([F:8])[cH:6][cH:7]1. Starting materials: COC1=CC2=C(CCCC(C2)O)C=C1 ((RS)-3-methoxy-6,7,8,9-tetrahydro-5H-benzocyclohepten-6-ol), C(C)(=O)OC(=C)C (isopropenyl acetate). The solvent is C(C)(C)OC(C)C (diisopropyl ether). Reaction conditions: time 4 day. The product is C(C)(=O)O[C@H]1CC2=C(CCC1)C=CC(=C2)OC ((R)-3-methoxy-6,7,8,9-tetrahydro-5H-benzocyclohepten-6-yl acetate). RXN SMILES: [CH3:1][O:2][C:3]1[CH:14]=[CH:13][C:6]2[CH2:7][CH2:8][CH2:9][CH:10]([OH:12])[CH2:11][C:5]=2[CH:4]=1.[C:15](OC(C)=C)(=[O:17])[CH3:16]>C(OC(C)C)(C)C>[C:15]([O:12][C@@H:10]1[CH2:9][CH2:8][CH2:7][C:6]2[CH:13]=[CH:14][C:3]([O:2][CH3:1])=[CH:4][C:5]=2[CH2:11]1)(=[O:17])[CH3:16]. Procedure: A mixture of (RS)-3-methoxy-6,7,8,9-tetrahydro-5H-benzocyclohepten-6-ol (221 g), isopropenyl acetate (380 ml) and lipase PS (Amano) (221 g) in diisopropyl ether (4.8 l) was stirred at ambient temperature for 4 days. The reaction mixture was filtrated (celite) and evaporated under reduced pressure. The residue was purified by flash chromatography (silica gel, using dichloromethane and dichloromethane-methanol (20:1) successively as eluents). The first eluate gave (R)-3-methoxy-6,7,8,9-tetrahydro-... Reactants: CS(=O)(=O)Cl, CN(C)C=O, CC(=O)Nc1nc(C)c(-c2ccc(N)cc2)s1, [Na+], [Na+], O=C([O-])[O-]. Yields the product CC(=O)Nc1nc(C)c(-c2ccc(NS(C)(=O)=O)cc2)s1. Reaction SMILES: [CH3:18][S:19](=[O:20])(=[O:21])[Cl:22].[CH3:29][N:30]([CH3:31])[CH:32]=[O:33].[NH2:1][c:2]1[cH:3][cH:4][c:5](-[c:8]2[c:9]([CH3:17])[n:10][c:11]([NH:13][C:14]([CH3:15])=[O:16])[s:12]2)[cH:6][cH:7]1.[Na+:23].[Na+:24].[O-:25][C:26](=[O:27])[O-:28]>>[NH:1]([c:2]1[cH:3][cH:4][c:5](-[c:8]2[c:9]([CH3:17])[n:10][c:11]([NH:13][C:14]([CH3:15])=[O:16])[s:12]2)[cH:6][cH:7]1)[S:19]([CH3:18])(=[O:20])=[O:21]. Reactants: C(C)(C)(C)OC(=O)NC(C=1C=C(OCC(=O)O)C=CC1)C1=CC=CC=C1 (2-(3-(((tert-butoxycarbonyl)amino)(phenyl)methyl)phenoxy)-acetic acid), ON=C(N)C1=CC=C(C(=O)OCCCC2OCCO2)C=C1 (3-(1,3-dioxolan-2-yl)propyl 4-(N′-hydroxy-carbamimidoyl)benzoate), 1-ethyl-3-(3-dimethyllaminopropyl)carbodiimide hydrochloride. The solvent is N1=CC=CC=C1 (pyridine), C(C)#N (acetonitrile), [Cl-].[Na+].O (brine). Conditions: time 16 hour. Product: C(C)(C)(C)OC(=O)NC(C=1C=C(OCC2=NC(=NO2)C2=CC=C(C(=O)OCCCC3OCCO3)C=C2)C=CC1)C1=CC=CC=C1 (3-(1,3-Dioxolan-2-yl)propyl 4-(5-((3-(((tert-butoxycarbonyl)amino)(phenyl)-methyl)phenoxy)methyl)-1,2,4-oxadiazol-3-yl)benzoate). RXN SMILES: [C:1]([O:5][C:6]([NH:8][CH:9]([C:21]1[CH:26]=[CH:25][CH:24]=[CH:23][CH:22]=1)[C:10]1[CH:11]=[C:12]([CH:18]=[CH:19][CH:20]=1)[O:13][CH2:14][C:15](O)=O)=[O:7])([CH3:4])([CH3:3])[CH3:2].[OH:27][N:28]=[C:29]([C:31]1[CH:47]=[CH:46][C:34]([C:35]([O:37][CH2:38][CH2:39][CH2:40][CH:41]2[O:45][CH2:44][CH2:43][O:42]2)=[O:36])=[CH:33][CH:32]=1)[NH2:30]>C(#N)C.N1C=CC=CC=1.[Cl-].[Na+].O>[C:1]([O:5][C:6]([NH:8][CH:9]([C:21]1[CH:22]=[CH:23][CH:24]=[CH:25][CH:26]=1)[C:10]1[CH:11]=[C:12]([CH:18]=[CH:19][CH:20]=1)[O:13][CH2:14][C:15]1[O:27][N:28]=[C:29]([C:31]2[CH:32]=[CH:33][C:34]([C:35]([O:37][CH2:38][CH2:39][CH2:40][CH:41]3[O:42][CH2:43][CH2:44][O:45]3)=[O:36])=[CH:46][CH:47]=2)[N:30]=1)=[O:7])([CH3:2])([CH3:3])[CH3:4] |f:4.5.6|. Procedure details: To a solution of 2-(3-(((tert-butoxycarbonyl)amino)(phenyl)methyl)phenoxy)-acetic acid (0.087 g. 0.34 mmol) and 3-(1,3-dioxolan-2-yl)propyl 4-(N′-hydroxy-carbamimidoyl)benzoate (0.10 g, 0.28 mmol) in acetonitrile (1 mL), was added 1-ethyl-3-(3-dimethyllaminopropyl)carbodiimide hydrochloride (0.087 g, 0.42 mmol). The reaction mixture was stirred at ambient temperature for 16 hours. The reaction mixture was diluted with pyridine and heated at 150° C. for 30 minutes in a microwave. The reaction was...